Dataset: the Open Reaction Database (ORD), a public repository of structured organic reaction records. Task: describe an organic reaction: reactants, conditions, products, and yield The reactants are ice, ClC(C(Cl)Cl)(SCl)Cl (1,1,2,2-tetrachloroethanesulphenyl chloride), ice, [OH-].[Na+] (NaOH), C(#N)C=1C(NC(N(C1)C1=C(C=CC=C1C)C)=O)=O (5-cyano-1-(2,6-dimethylphenyl)uracil), ClCCl (dichloromethane). The solvent is O (water). Conditions: time 30 minute. The product is C(#N)C=1C(N(C(N(C1)C1=C(C=CC=C1C)C)=O)SC(C(Cl)Cl)(Cl)Cl)=O (5-cyano-1-(2,6-dimethylphenyl)-3-(1,1,2,2-tetrachloroethanesulphenyl)uracil). As a reaction SMILES: [OH-].[Na+].[C:3]([C:5]1[C:6](=[O:20])[NH:7][C:8](=[O:19])[N:9]([C:11]2[C:16]([CH3:17])=[CH:15][CH:14]=[CH:13][C:12]=2[CH3:18])[CH:10]=1)#[N:4].[Cl:21][C:22]([Cl:28])([S:26]Cl)[CH:23]([Cl:25])[Cl:24].ClCCl>O>[C:3]([C:5]1[C:6](=[O:20])[N:7]([S:26][C:22]([Cl:28])([Cl:21])[CH:23]([Cl:25])[Cl:24])[C:8](=[O:19])[N:9]([C:11]2[C:16]([CH3:17])=[CH:15][CH:14]=[CH:13][C:12]=2[CH3:18])[CH:10]=1)#[N:4] |f:0.1|. Reported procedure: To an ice cold solution of 1.60 g (0.04 mol) of NaOH in 45 ml of water is added 9.64 g (0.04 mol) of 5-cyano-1-(2,6-dimethylphenyl)uracil, obtained as in Example 1. After dissolution, 50 ml of ice cold dichloromethane is added, followed by a solution of 9.36 g (0.04 mol) of 1,1,2,2-tetrachloroethanesulphenyl chloride (prepared by the method of U.S. Pat. No. 3,395,180) in 15 ml. of dichloromethane. The mixture is stirred for 30 min at 4°. The aqueous layer is separated and discarded. The dichloro... Starting materials: Cl (HCl), C1(CCC1)C(=O)NC(C(=O)OCC)CS (ethyl 2-(cyclobutanecarboxamido)-3-mercaptopropanoate). Solvent: C(C)O (ethanol). Run at time 8 hour. Product: C1(CCC1)C=1SC=C(N1)C(=O)OCC (Ethyl 2-cyclobutylthiazole-4-carboxylate). As a reaction SMILES: Cl.[CH:2]1([C:6]([NH:8][CH:9]([CH2:15][SH:16])[C:10]([O:12][CH2:13][CH3:14])=[O:11])=O)[CH2:5][CH2:4][CH2:3]1>C(O)C>[CH:2]1([C:6]2[S:16][CH:15]=[C:9]([C:10]([O:12][CH2:13][CH3:14])=[O:11])[N:8]=2)[CH2:5][CH2:4][CH2:3]1. Procedure: A solution of HCl (4M in 1,4-dioxane, 3.46 mL) was added to a solution of ethyl 2-(cyclobutanecarboxamido)-3-mercaptopropanoate (example 58, step a) (3.2 g) in ethanol (20 mL) and the resulting mixture stirred overnight. The solvent was evaporated and the residue azeotroped twice with toluene. The residue was redissolved in acetonitrile (50 mL), manganese dioxide (12 g) was added and the mixture heated at reflux overnight. The reaction was filtered through a pad of Celite which was then washed w... Reactants: CC(=O)Nc1ccc2c(c1)OCc1ccsc1C2=O, O=C([O-])O, Cl, [Na+]. Yields the product Nc1ccc2c(c1)OCc1ccsc1C2=O. As a reaction SMILES: [C:1](=[O:2])([CH3:3])[NH:4][c:5]1[cH:6][c:7]2[c:8]([cH:18][cH:19]1)[C:9](=[O:17])[c:10]1[c:11]([cH:14][cH:15][s:16]1)[CH2:12][O:13]2.[C:20](=[O:21])([OH:22])[O-:23].[ClH:25].[Na+:24]>>[NH2:4][c:5]1[cH:6][c:7]2[c:8]([cH:18][cH:19]1)[C:9](=[O:17])[c:10]1[c:11]([cH:14][cH:15][s:16]1)[CH2:12][O:13]2. The reactants are IC=1C=C(C(=O)O)C=C(C1)[N+](=O)[O-] (3-Iodo-5-nitro-benzoic acid), C(=O)([O-])[O-].[Cs+].[Cs+] (Cs2CO3), CCO (EtOH), COC1=C(C=CC=C1)B(O)O (2-methoxy-phenyl-boronic acid). The reagents and catalysts are C1(=CC=CC=C1)P(C1=CC=CC=C1)C1=CC=CC=C1.C1(=CC=CC=C1)P(C1=CC=CC=C1)C1=CC=CC=C1.C1(=CC=CC=C1)P(C1=CC=CC=C1)C1=CC=CC=C1.C1(=CC=CC=C1)P(C1=CC=CC=C1)C1=CC=CC=C1.[Pd] (Palladium tetra(triphenylphosphine)). Run in C1(=CC=CC=C1)C (Toluene). Reaction conditions: temperature 130 celsius, time 18 hour. Yields the product COC1=C(C=CC=C1)C1=CC(=CC(=C1)[N+](=O)[O-])C(=O)O (2′-methoxy-5-nitro-biphenyl-3-carboxylic acid). Isolated yield 92.8%. RXN SMILES: I[C:2]1[CH:3]=[C:4]([CH:8]=[C:9]([N+:11]([O-:13])=[O:12])[CH:10]=1)[C:5]([OH:7])=[O:6].CCO.[CH3:17][O:18][C:19]1[CH:24]=[CH:23][CH:22]=[CH:21][C:20]=1B(O)O.C([O-])([O-])=O.[Cs+].[Cs+]>C1(P(C2C=CC=CC=2)C2C=CC=CC=2)C=CC=CC=1.C1(P(C2C=CC=CC=2)C2C=CC=CC=2)C=CC=CC=1.C1(P(C2C=CC=CC=2)C2C=CC=CC=2)C=CC=CC=1.C1(P(C2C=CC=CC=2)C2C=CC=CC=2)C=CC=CC=1.[Pd].C1(C)C=CC=CC=1>[CH3:17][O:18][C:19]1[CH:24]=[CH:23][CH:22]=[CH:21][C:20]=1[C:2]1[CH:10]=[C:9]([N+:11]([O-:13])=[O:12])[CH:8]=[C:4]([C:5]([OH:7])=[O:6])[CH:3]=1 |f:3.4.5,6.7.8.9.10|. Procedure details: 3-Iodo-5-nitro-benzoic acid (10.0 g, 34 mmol) was dissolved in 17.5 mL warm EtOH. Toluene (17.5 mL) was added, followed by 2-methoxy-phenyl-boronic acid (5.7 g), Palladium tetra(triphenylphosphine) (1.26 g) and aqueous Cs2CO3 solution (12.23 g in 12.5 mL H2O). The reaction mixture was stirred under Argon atmosphere at 130° C. for 18 hours, then cooled to room temperature. Solvent was removed under reduced pressure, and the residue was partitioned between aqueous 1N HCl and EtOAc. The combined or... Reactants: CC(=O)Oc1c(C)c(C)nc2ccc(Oc3ccc(OC(F)(F)F)cc3)c(C(F)(F)F)c12, CCO, Cl, [Na+], [OH-], O. Yields the product Cc1nc2ccc(Oc3ccc(OC(F)(F)F)cc3)c(C(F)(F)F)c2c(O)c1C. Reaction SMILES: [C:1](=[O:2])([CH3:3])[O:4][c:5]1[c:6]([CH3:32])[c:7]([CH3:31])[n:8][c:9]2[cH:10][cH:11][c:12]([O:19][c:20]3[cH:21][cH:22][c:23]([O:26][C:27]([F:28])([F:29])[F:30])[cH:24][cH:25]3)[c:13]([C:15]([F:16])([F:17])[F:18])[c:14]12.[CH3:37][CH2:38][OH:39].[ClH:36].[Na+:34].[OH-:33].[OH2:35]>>[OH:4][c:5]1[c:6]([CH3:32])[c:7]([CH3:31])[n:8][c:9]2[cH:10][cH:11][c:12]([O:19][c:20]3[cH:21][cH:22][c:23]([O:26][C:27]([F:28])([F:29])[F:30])[cH:24][cH:25]3)[c:13]([C:15]([F:16])([F:17])[F:18])[c:14]12. Starting materials: [Si](C)(C)(C(C)(C)C)O[C@H]1C[C@@H](CC2=CC=C3[C@@H]4CC=C([C@H](C)O)[C@]4(CC[C@@H]3[C@@]12C)C)O[Si](C)(C)C(C)(C)C (1α,3β-bis(tert-butyldimethylsilyloxy)-20(S)-hydroxypregna-5,7,16-triene), [H-].[Na+] (sodium hydride), 15-crown-5(10 μl), BrC\C=C/C(CC)(O[Si](CC)(CC)CC)CC ((Z)-1-bromo-4-ethyl-4-triethylsilyloxy-2-hexene). Solvent: O1CCCC1 (tetrahydrofuran). The product is [Si](C)(C)(C(C)(C)C)O[C@H]1C[C@@H](CC2=CC=C3[C@@H]4CC=C([C@H](C)OC\C=C/C(CC)(O[Si](CC)(CC)CC)CC)[C@]4(CC[C@@H]3[C@@]12C)C)O[Si](C)(C)C(C)(C)C (1α,3β-bis(tert-Butyldimethylsilyloxy)-20(S)-{(Z)-(4-ethyl-4-triethylsilyloxy-2-hexenyloxy)}pregna-5,7,16-triene). Yield: 97.7%. RXN SMILES: [Si:1]([O:8][C@@H:9]1[C@@:28]2([CH3:29])[C:13](=[CH:14][CH:15]=[C:16]3[C@@H:27]2[CH2:26][CH2:25][C@@:24]2([CH3:30])[C@H:17]3[CH2:18][CH:19]=[C:20]2[C@@H:21]([OH:23])[CH3:22])[CH2:12][C@@H:11]([O:31][Si:32]([C:35]([CH3:38])([CH3:37])[CH3:36])([CH3:34])[CH3:33])[CH2:10]1)([C:4]([CH3:7])([CH3:6])[CH3:5])([CH3:3])[CH3:2].[H-].[Na+].Br[CH2:42]/[CH:43]=[CH:44]\[C:45]([CH2:56][CH3:57])([O:48][Si:49]([CH2:54][CH3:55])([CH2:52][CH3:53])[CH2:50][CH3:51])[CH2:46][CH3:47]>O1CCCC1>[Si:1]([O:8][C@@H:9]1[C@@:28]2([CH3:29])[C:13](=[CH:14][CH:15]=[C:16]3[C@@H:27]2[CH2:26][CH2:25][C@@:24]2([CH3:30])[C@H:17]3[CH2:18][CH:19]=[C:20]2[C@@H:21]([O:23][CH2:42]/[CH:43]=[CH:44]\[C:45]([CH2:56][CH3:57])([O:48][Si:49]([CH2:54][CH3:55])([CH2:50][CH3:51])[CH2:52][CH3:53])[CH2:46][CH3:47])[CH3:22])[CH2:12][C@@H:11]([O:31][Si:32]([C:35]([CH3:37])([CH3:36])[CH3:38])([CH3:33])[CH3:34])[CH2:10]1)([C:4]([CH3:7])([CH3:6])[CH3:5])([CH3:3])[CH3:2] |f:1.2|. Reported procedure: Under the same conditions as in Example 83, 1α,3β-bis(tert-butyldimethylsilyloxy)-20(S)-hydroxypregna-5,7,16-triene (60.0 mg, 0.107 mmol), sodium hydride (60%, 17.1 mg, 0.428 mmol), 15-crown-5(10 μl) and (Z)-1-bromo-4-ethyl-4-triethylsilyloxy-2-hexene (103 mg, 0.321 mmol) were reacted in tetrahydrofuran (1 ml) and worked up, and then the residue was purified by preparative thin layer chromatography (0.5 mm×2, hexane:ethyl acetate=40:1, developed once) to give the title compound as a colorless oi... Reactants: COc1ccc(CN)cc1, CSc1ncc(C(=O)O)c(NC(C)C)n1, [Cl-], ClCCl, C1CCOC1. The product is COc1ccc(CNC(=O)c2cnc(SC)nc2NC(C)C)cc1. RXN SMILES: [CH3:17][O:18][c:19]1[cH:20][cH:21][c:22]([CH2:23][NH2:24])[cH:25][cH:26]1.[CH:2]([CH3:3])([CH3:4])[NH:5][c:6]1[n:7][c:8]([S:15][CH3:16])[n:9][cH:10][c:11]1[C:12](=[O:13])[OH:14].[Cl-:1].[Cl:32][CH2:33][Cl:34].[O:27]1[CH2:28][CH2:29][CH2:30][CH2:31]1>>[CH:2]([CH3:3])([CH3:4])[NH:5][c:6]1[n:7][c:8]([S:15][CH3:16])[n:9][cH:10][c:11]1[C:12](=[O:14])[NH:24][CH2:23][c:22]1[cH:21][cH:20][c:19]([O:18][CH3:17])[cH:26][cH:25]1. Starting materials: [BH4-], CCO, CCOC(=O)Cc1cccc(OC)n1, [Na+]. Yields the product COc1cccc(CCO)n1. As a reaction SMILES: [BH4-:1].[CH3:17][CH2:18][OH:19].[CH3:3][O:4][c:5]1[cH:6][cH:7][cH:8][c:9]([CH2:11][C:12](=[O:13])[O:14][CH2:15][CH3:16])[n:10]1.[Na+:2]>>[CH3:3][O:4][c:5]1[cH:6][cH:7][cH:8][c:9]([CH2:11][CH2:12][OH:13])[n:10]1.